The task is: describe an organic reaction: reactants, conditions, products, and yield. This data is from the Open Reaction Database (ORD), a public repository of structured organic reaction records. Reactants: C(CC(C)C)SCCC(C)C (diisoamyl sulfide), C([O-])([O-])=O.[K+].[K+] (potassium carbonate), CC1([C@@H]2CC[C@@H]([C@H]1C2)CO)C (cis-myrtanol), CC1([C@H]2CCC(=C)[C@@H]1C2)C ((-)-β-pinene), [OH-].[Na+] (sodium hydroxide), OO (hydrogen peroxide), B.C(CC(C)C)SCCC(C)C (Borane diisoamyl sulfide). The solvent is C1CCOC1 (THF). Run at time 1 hour. Product: CC1([C@H]2CC[C@H]([C@@H]1C2)CO)C ((-)-Cis-Myrtanol). RXN SMILES: B.C(SCCC(C)C)CC(C)C.CC1(C)[C@H]2C[C@@H]1CCC2=C.[OH-].[Na+].OO.C(=O)([O-])[O-].[K+].[K+].C(SCCC(C)C)CC(C)C.[CH3:44][C:45]1([CH3:54])[C@@H:50]2[CH2:51][C@H:46]1[CH2:47][CH2:48][C@@H:49]2[CH2:52][OH:53]>C1COCC1>[CH3:44][C:45]1([CH3:54])[C@H:50]2[CH2:51][C@@H:46]1[CH2:47][CH2:48][C@H:49]2[CH2:52][OH:53] |f:0.1,3.4,6.7.8|. Procedure: Borane-diisoamyl sulfide (5.0 ml, 21 mmol) was dissolved in THF (20 ml) and (-)-β-pinene (8.86 g, 64 mmol), [α]23D=-20.8° (neat), 91% ee, was added at 0° C. The mixture was kept at room temperature for 1 h and oxidized by the addition of 3M sodium hydroxide (10 ml, 30 mmol) and 30% hydrogen peroxide (7 ml, 70 mmol) keeping the temperature during the addition below 30° C. and then stirring at room temperature for 3 h. The mixture was saturated with potassium carbonate, the THF layer was separated...